Dataset: the Open Reaction Database (ORD), a public repository of structured organic reaction records. Task: describe an organic reaction: reactants, conditions, products, and yield Starting materials: CN(C)CC=1C=C(C=CC1)C=1NC=2C=C(C=C3C2C1C=NNC3=O)NC(=O)[C@H]3[C@@H](C3)C3=CC=CC=C3 ((1R,2R)-2-phenyl-cyclopropanecarboxylic acid[2-(3-dimethylaminomethyl-phenyl)-6-oxo-5,6-dihydro-1H-[1,2]diazepino[4,5,6-cd]indol-8-yl]-amide), Cl (HCl), O1CCOCC1 (dioxane). The solvent is ClCCl (dichloromethane). Yields the product Cl.CN(C)CC=1C=C(C=CC1)C=1NC=2C=C(C=C3C2C1C=NNC3=O)NC(=O)[C@H]3[C@@H](C3)C3=CC=CC=C3 ((1R,2R)-2-phenyl-cyclopropanecarboxylic acid [2-(3-dimethylaminomethyl-phenyl)-6-oxo-5,6-dihydro-1H-[1,2]diazepino[4,5,6-cd]indol-8-yl]-amide HCl Salt). RXN SMILES: [CH3:1][N:2]([CH2:4][C:5]1[CH:6]=[C:7]([C:11]2[NH:12][C:13]3[CH:14]=[C:15]([NH:25][C:26]([C@@H:28]4[CH2:30][C@H:29]4[C:31]4[CH:36]=[CH:35][CH:34]=[CH:33][CH:32]=4)=[O:27])[CH:16]=[C:17]4[C:23](=[O:24])[NH:22][N:21]=[CH:20][C:19]=2[C:18]=34)[CH:8]=[CH:9][CH:10]=1)[CH3:3].[ClH:37].O1CCOCC1>ClCCl>[ClH:37].[CH3:3][N:2]([CH2:4][C:5]1[CH:6]=[C:7]([C:11]2[NH:12][C:13]3[CH:14]=[C:15]([NH:25][C:26]([C@@H:28]4[CH2:30][C@H:29]4[C:31]4[CH:36]=[CH:35][CH:34]=[CH:33][CH:32]=4)=[O:27])[CH:16]=[C:17]4[C:23](=[O:24])[NH:22][N:21]=[CH:20][C:19]=2[C:18]=34)[CH:8]=[CH:9][CH:10]=1)[CH3:1] |f:4.5|. Reported procedure: The title compound of Example 83a (0.075 g, 0.16 mmol) in dichloromethane (1.0 mL) was treated with 4M HCl in dioxane (0.043 mL, 0.17 mmol). After concentrating to dryness, the title compound (0.08 g) was obtained in quantitative yield. Reactants: BrC1=CC=C(C=C1)C1=CCN(CC1)C(=O)OC(C)(C)C (tert-butyl 4-(4-bromophenyl)-5,6-dihydropyridine-1(2H)-carboxylate), [H][H] (hydrogen). Reagents/catalysts: [Rh] (Rh/C). Solvent: CCOC(=O)C (EtOAc). Product: C(C)(C)(C)OC(=O)N1CCC(CC1)C1=CC=C(C=C1)Br (tert-Butyl-4-(4-bromophenyl)piperidine-1-carboxylate). Isolated yield 546.6%. Reaction SMILES: [Br:1][C:2]1[CH:7]=[CH:6][C:5]([C:8]2[CH2:13][CH2:12][N:11]([C:14]([O:16][C:17]([CH3:20])([CH3:19])[CH3:18])=[O:15])[CH2:10][CH:9]=2)=[CH:4][CH:3]=1.[H][H]>CCOC(C)=O.[Rh]>[C:17]([O:16][C:14]([N:11]1[CH2:12][CH2:13][CH:8]([C:5]2[CH:6]=[CH:7][C:2]([Br:1])=[CH:3][CH:4]=2)[CH2:9][CH2:10]1)=[O:15])([CH3:20])([CH3:18])[CH3:19]. Reported procedure: To a solution of tert-butyl 4-(4-bromophenyl)-5,6-dihydropyridine-1(2H)-carboxylate (100 mg, 0.30 mmol) in EtOAc was added Rh/C (8 mg, 0.03 mmol). The resulting reaction mixture was stirred at rt in a hydrogen atmosphere for 17 h. The mixture was filtered through a cake of Celite and the filtrate was concentrated to give the title compound as a colourless oil (558 mg, 94%). 1H NMR (400 MHz, CDCl3) δ 7.43 (d, J=8.4 Hz, 2H), 7.08 (d, J=8.3 Hz, 2H), 4.27-4.23 (m, 2H), 2.79 (t, J=12.9 Hz, 2H), 2.65-...